From a dataset of the Open Reaction Database (ORD), a public repository of structured organic reaction records. describe an organic reaction: reactants, conditions, products, and yield Starting materials: O (water), C(C)(=O)O (acetic acid), O1CCCC1 (tetrahydrofuran), [Si](C)(C)(C(C)(C)C)OC(/C=C/C1C2C\C(\C(C2CC1)=O)=C/CCCC(=O)OC)COC1=CC=CC=C1 (6-[(E)-3-tert-Butyldimethylsilyloxy-4-phenoxybut-1-enyl]-3-[(E)-4-methoxycarbonylbutylidene]bicyclo[3,3,0]octan-2-one), (±)-6β-[(E)-3α-tert-butyldimethylsilyloxy-4-phenoxybut-1-enyl]-3-[(E)-4-methoxycarbonylbutylidene]bicyclo[3,3,0]octan-2-one, (±)-methyl (5E,13E)-(9S,15R)-6a-oxo-6,9-methano-15-tert-butyldimethylsilyloxy-16-phenoxy-17,18,19,20-tetranorprosta-5,13-dienoate. Run in [Cl-].[Na+] (sodium chloride). The product is OC(/C=C/C1C2C\C(\C(C2CC1)=O)=C/CCCC(=O)OC)COC1=CC=CC=C1 (6-[(E)-3-hydroxy-4-phenoxybut-1-enyl]-3-[(E)-4-methoxycarbonylbutylidene]bicyclo[3,3,0]octan-2-one). Isolated yield 98.0%. RXN SMILES: [Si]([O:8][CH:9]([CH2:29][O:30][C:31]1[CH:36]=[CH:35][CH:34]=[CH:33][CH:32]=1)/[CH:10]=[CH:11]/[CH:12]1[CH2:19][CH2:18][CH:17]2[CH:13]1[CH2:14]/[C:15](=[CH:21]\[CH2:22][CH2:23][CH2:24][C:25]([O:27][CH3:28])=[O:26])/[C:16]2=[O:20])(C(C)(C)C)(C)C.O.C(O)(=O)C.O1CCCC1>[Cl-].[Na+]>[OH:8][CH:9]([CH2:29][O:30][C:31]1[CH:32]=[CH:33][CH:34]=[CH:35][CH:36]=1)/[CH:10]=[CH:11]/[CH:12]1[CH2:19][CH2:18][CH:17]2[CH:13]1[CH2:14]/[C:15](=[CH:21]\[CH2:22][CH2:23][CH2:24][C:25]([O:27][CH3:28])=[O:26])/[C:16]2=[O:20] |f:4.5|. Procedure details: 6-[(E)-3-tert-Butyldimethylsilyloxy-4-phenoxybut-1-enyl]-3-[(E)-4-methoxycarbonylbutylidene]bicyclo[3,3,0]octan-2-one (13 mg), prepared as described in Reference Example 51 and in the form of (±)-6β-[(E)-3α-tert-butyldimethylsilyloxy-4-phenoxybut-1-enyl]-3-[(E)-4-methoxycarbonylbutylidene]bicyclo[3,3,0]octan-2-one, otherwise known as (±)-methyl (5E,13E)-(9S,15R)-6a-oxo-6,9-methano-15-tert-butyldimethylsilyloxy-16-phenoxy-17,18,19,20-tetranorprosta-5,13-dienoate, and a solution of water, glacial ... Starting materials: ClCCl, Cc1ccc(NC(=O)c2cccc(N3CCOCC3)c2)cc1NC(=O)c1ccc(O)cc1, CC(C)OC(=O)N=NC(=O)OC(C)C, OC1CCOC1, c1ccc(P(c2ccccc2)c2ccccc2)cc1. The product is Cc1ccc(NC(=O)c2cccc(N3CCOCC3)c2)cc1NC(=O)c1ccc(OC2CCOC2)cc1. Reaction SMILES: [CH2:72]([Cl:73])[Cl:74].[CH3:15][c:16]1[c:17]([NH:37][C:38]([c:39]2[cH:40][cH:41][c:42]([OH:45])[cH:43][cH:44]2)=[O:46])[cH:18][c:19]([NH:22][C:23]([c:24]2[cH:25][c:26]([N:30]3[CH2:31][CH2:32][O:33][CH2:34][CH2:35]3)[cH:27][cH:28][cH:29]2)=[O:36])[cH:20][cH:21]1.[N:1]([C:2]([O:3][CH:4]([CH3:5])[CH3:6])=[O:7])=[N:8][C:9]([O:10][CH:11]([CH3:12])[CH3:13])=[O:14].[OH:47][CH:48]1[CH2:49][O:50][CH2:51][CH2:52]1.[c:53]1([P:54]([c:55]2[cH:56][cH:57][cH:58][cH:59][cH:60]2)[c:61]2[cH:62][cH:63][cH:64][cH:65][cH:66]2)[cH:67][cH:68][cH:69][cH:70][cH:71]1>>[CH3:15][c:16]1[c:17]([NH:37][C:38]([c:39]2[cH:40][cH:41][c:42]([O:45][CH:48]3[CH2:49][O:50][CH2:51][CH2:52]3)[cH:43][cH:44]2)=[O:46])[cH:18][c:19]([NH:22][C:23]([c:24]2[cH:25][c:26]([N:30]3[CH2:31][CH2:32][O:33][CH2:34][CH2:35]3)[cH:27][cH:28][cH:29]2)=[O:36])[cH:20][cH:21]1. Reactants: ketone, OC1=C(C(=CC2=C1[C@@]1(C(C3=CC=4C(C(=CC(C4C(=C3C([C@@]1([C@@H](C2)O)OC)=O)O)=O)N[C@H]2O[C@H]([C@@H](C([C@H]2OC)=NO)OC)C)=O)=O)O)C)C(=O)OC ((6R,6aS,14aR)-methyl 1,6,8,14a-tetrahydroxy-11-((2S,3R,5R,6S)-4-(hydroxyimino)-3,5-dimethoxy-6-methyltetrahydro-2H-pyran-2-ylamino)-6a-methoxy-3-methyl-7,9,12,14-tetraoxo-5,6,6a,7,9,12,14,14a-octahydrobenzo[a]tetracene-2-carboxylate), 2-(aminooxy)-1-ethanaminum dihydrochloride, N1=CC=CC=C1 (pyridine). The solvent is CO (methanol). Conditions: time 6 hour. The product is NCCO\N=C\1/[C@H]([C@H](O[C@H]([C@@H]1OC)C)NC1=CC(C=2C(=C3C([C@@]4([C@@H](CC5=C([C@@]4(C(C3=CC2C1=O)=O)O)C(=C(C(=C5)C)C(=O)OC)O)O)OC)=O)O)=O)OC ((6R,6aS,14aR)-methyl 11-((2S,3R,5R,6S,Z)-4-(2-aminoethoxyimino)-3,5-dimethoxy-6-methyltetrahydro-2H-pyran-2-ylamino)-1,6,8,14a-tetrahydroxy-6a-methoxy-3-methyl-7,9,12,14-tetraoxo-5,6,6a,7,9,12,14,14a-octahydrobenzo[a]tetracene-2-carboxylate). Yield: 33.0%. Reaction SMILES: [OH:1][C:2]1[C:7]2[C@@:8]3([OH:46])[C@@:21]([O:25][CH3:26])([C@H:22]([OH:24])[CH2:23][C:6]=2[CH:5]=[C:4]([CH3:47])[C:3]=1[C:48]([O:50][CH3:51])=[O:49])[C:20](=[O:27])[C:19]1[C:10](=[CH:11][C:12]2[C:13](=[O:44])[C:14]([NH:30][C@@H:31]4[C@H:36]([O:37][CH3:38])[C:35](=[N:39][OH:40])[C@@H:34]([O:41][CH3:42])[C@H:33]([CH3:43])[O:32]4)=[CH:15][C:16](=[O:29])[C:17]=2[C:18]=1[OH:28])[C:9]3=[O:45].[N:52]1C=CC=[CH:54][CH:53]=1>CO>[NH2:52][CH2:53][CH2:54][O:40]/[N:39]=[C:35]1\[C@@H:36]([O:37][CH3:38])[C@@H:31]([NH:30][C:14]2[C:13](=[O:44])[C:12]3[CH:11]=[C:10]4[C:19]([C:20](=[O:27])[C@@:21]5([O:25][CH3:26])[C@@:8]([OH:46])([C:9]4=[O:45])[C:7]4[C:2]([OH:1])=[C:3]([C:48]([O:50][CH3:51])=[O:49])[C:4]([CH3:47])=[CH:5][C:6]=4[CH2:23][C@H:22]5[OH:24])=[C:18]([OH:28])[C:17]=3[C:16](=[O:29])[CH:15]=2)[O:32][C@@H:33]([CH3:43])[C@@H:34]\1[O:41][CH3:42]. Procedure: To a solution of the ketone from Step A of the preparation of (6R,6aS,14aR)-methyl 1,6,8,14a-tetrahydroxy-11-((2S,3R,5R,6S)-4-(hydroxyimino)-3,5-dimethoxy-6-methyltetrahydro-2H-pyran-2-ylamino)-6a-methoxy-3-methyl-7,9,12,14-tetraoxo-5,6,6a,7,9,12,14,14a-octahydrobenzo[a]tetracene-2-carboxylate [Isomer A](Example 48) (50 mg, 0.072 mmol) in methanol (1 mL) was added 2-(aminooxy)-1-ethanaminum dihydrochloride (10.7 mg, 0.072 mmol) and pyridine (0.1 mL) at room temperature. The mixture was stirred u... Starting materials: N1CCCC1 (pyrrolidine), C(CCC)[Li] (n-butyllithium), C1COCCOCCOCCOCCOCCO1 (18-crown-6), C1=CC=CC=2C3C4=CC=CC=C4C(C12)(C3)CN3CCC(CC3)(O)C=3C(=NC=CC3)F (1-(9,10-dihydro-9,10-methanoanthracen-9-ylmethyl)-4-(2-fluoro-3-pyridyl)-piperidin-4-ol). Run in O1CCCC1 (tetrahydrofuran), O1CCCC1 (tetrahydrofuran). Run at time 18 hour. Product: C1=CC=CC=2C3C4=CC=CC=C4C(C12)(C3)CN3CCC(CC3)(O)C=3C(=NC=CC3)N3CCCC3 (1-(9,10-Dihydro-9,10-methanoanthracen-9-ylmethyl)-4-(2-(N-pyrrolidinyl)-3-pyridyl)piperidin-4-ol). Reaction SMILES: [NH:1]1[CH2:5][CH2:4][CH2:3][CH2:2]1.C([Li])CCC.[CH:11]1[C:24]2[C:23]3([CH2:26][N:27]4[CH2:32][CH2:31][C:30]([C:34]5[C:35](F)=[N:36][CH:37]=[CH:38][CH:39]=5)([OH:33])[CH2:29][CH2:28]4)[CH2:25][CH:16]([C:17]4[C:22]3=[CH:21][CH:20]=[CH:19][CH:18]=4)[C:15]=2[CH:14]=[CH:13][CH:12]=1.C1OCCOCCOCCOCCOCCOC1>O1CCCC1>[CH:21]1[C:22]2[C:23]3([CH2:26][N:27]4[CH2:32][CH2:31][C:30]([C:34]5[C:35]([N:1]6[CH2:5][CH2:4][CH2:3][CH2:2]6)=[N:36][CH:37]=[CH:38][CH:39]=5)([OH:33])[CH2:29][CH2:28]4)[CH2:25][CH:16]([C:15]4[C:24]3=[CH:11][CH:12]=[CH:13][CH:14]=4)[C:17]=2[CH:18]=[CH:19][CH:20]=1. Procedure: To a cooled solution (0° C.) of pyrrolidine (0.417 mL, 5.00 mmol, 5 eq) in tetrahydrofuran (10 mL) under nitrogen was added n-butyllithium (2.5M in hexane, 1.92 mL, 4.80 mmol, 4.8 eq). This was followed by 1-(9,10-dihydro-9,10-methanoanthracen-9-ylmethyl)-4-(2-fluoro-3-pyridyl)-piperidin-4-ol (described in example 58) (0.400 g, 1.00 mmol) in tetrahydrofuran (10 mL). The bath was removed and the solution warmed to room temperature over 1.5 h. No reaction was evident after stirring for 18 h. To ac... Reactants: Cl (HCl), C(=O)(O)[O-].[Na+] (NaHCO3), C(C)OC(CC1=CSC2=C1C=CC(=C2)OCC=2C(=NC(=CC2)C)C)=O (ethyl(6-((2,6-dimethylpyridin-3-yl)methoxy)-1-benzothiophen-3-yl)acetate), IC (iodomethane), [H-].[Na+] (sodium hydride). The solvent is C1CCOC1 (THF). Run at time 8 hour. Product: CC1=NC(=CC=C1COC1=CC2=C(C(=CS2)C(C(=O)OCC)C)C=C1)C (Ethyl 2-(6-((2,6-dimethylpyridin-3-yl)methoxy)-1-benzothiophen-3-yl)propanoate). Reaction SMILES: [CH2:1]([O:3][C:4](=[O:25])[CH2:5][C:6]1[C:10]2[CH:11]=[CH:12][C:13]([O:15][CH2:16][C:17]3[C:18]([CH3:24])=[N:19][C:20]([CH3:23])=[CH:21][CH:22]=3)=[CH:14][C:9]=2[S:8][CH:7]=1)[CH3:2].IC.[H-].[Na+].Cl.[C:31]([O-])(O)=O.[Na+]>C1COCC1>[CH3:24][C:18]1[C:17]([CH2:16][O:15][C:13]2[CH:12]=[CH:11][C:10]3[C:6]([CH:5]([CH3:31])[C:4]([O:3][CH2:1][CH3:2])=[O:25])=[CH:7][S:8][C:9]=3[CH:14]=2)=[CH:22][CH:21]=[C:20]([CH3:23])[N:19]=1 |f:2.3,5.6|. Reported procedure: To a mixture of ethyl(6-((2,6-dimethylpyridin-3-yl)methoxy)-1-benzothiophen-3-yl)acetate (710 mg) and iodomethane (0.373 ml) and THF (10 mL) was added sodium hydride (60% in oil, 160 mg) at 0° C. The mixture was stirred 0° C. to room temperature under argon atmosphere overnight. To the mixture was added 1N HCl at room temperature, and the mixture was adjusted to pH 6-7 with saturated aqueous NaHCO3 and extracted with EtOAc. The organic layer was washed successively with brine and water, dried ov... Starting materials: [H-].[Na+] (sodium hydride), C(C)(C)(C)OC(=O)N1CCC(CC1)(C1=CC=CC=C1)O (1-t-Butoxycarbonyl-4-hydroxy-4-phenylpiperidine), CI (methyl iodide). Run in O1CCCC1 (tetrahydrofuran). Conditions: time 1 hour. The product is C(C)(C)(C)OC(=O)N1CCC(CC1)(C1=CC=CC=C1)OC (1-t-Butoxycarbonyl-4-methoxy-4-phenylpiperidine). Yield: 74.5%. Reaction SMILES: [C:1]([O:5][C:6]([N:8]1[CH2:13][CH2:12][C:11]([OH:20])([C:14]2[CH:19]=[CH:18][CH:17]=[CH:16][CH:15]=2)[CH2:10][CH2:9]1)=[O:7])([CH3:4])([CH3:3])[CH3:2].[H-].[Na+].[CH3:23]I>O1CCCC1>[C:1]([O:5][C:6]([N:8]1[CH2:9][CH2:10][C:11]([O:20][CH3:23])([C:14]2[CH:15]=[CH:16][CH:17]=[CH:18][CH:19]=2)[CH2:12][CH2:13]1)=[O:7])([CH3:4])([CH3:2])[CH3:3] |f:1.2|. Reported procedure: 1-t-Butoxycarbonyl-4-hydroxy-4-phenylpiperidine (300 mg, 1.1 mmol) was dissolved in tetrahydrofuran (9 ml). Thereto was added sodium hydride (43 mg, 1.1 mmol), and the resulting solution was stirred at a room temperature for 1 hour. The reaction solution was mixed with methyl iodide (0.1 ml, 1.6 mmol) and again stirred for 17 hours. The solvent was evaporated under a reduced pressure, and the thus obtained residue was mixed with ethyl acetate and water. The reaction product was extracted with et... Starting materials: CCCCCCCNC(=O)N(C)c1ccc(C)c(-c2ccc(C=CC(=O)OCC)cc2)c1, CCCCC, CO, ClCCl, [Na+], C1CCOC1, [OH-]. Yields the product CCCCCCCNC(=O)N(C)c1ccc(C)c(-c2ccc(C=CC(=O)O)cc2)c1. As a reaction SMILES: [CH2:3]([CH2:4][CH2:5][CH2:6][CH2:7][CH2:8][CH3:9])[NH:10][C:11]([N:12]([CH3:13])[c:14]1[cH:15][cH:16][c:17]([CH3:33])[c:18](-[c:20]2[cH:21][cH:22][c:23]([CH:26]=[CH:27][C:28](=[O:29])[O:30][CH2:31][CH3:32])[cH:24][cH:25]2)[cH:19]1)=[O:34].[CH3:35][CH2:36][CH2:37][CH2:38][CH3:39].[CH3:43][OH:44].[Cl:40][CH2:41][Cl:42].[Na+:2].[O:45]1[CH2:46][CH2:47][CH2:48][CH2:49]1.[OH-:1]>>[CH2:3]([CH2:4][CH2:5][CH2:6][CH2:7][CH2:8][CH3:9])[NH:10][C:11]([N:12]([CH3:13])[c:14]1[cH:15][cH:16][c:17]([CH3:33])[c:18](-[c:20]2[cH:21][cH:22][c:23]([CH:26]=[CH:27][C:28](=[O:29])[OH:30])[cH:24][cH:25]2)[cH:19]1)=[O:34]. The reactants are C(C)OC(=O)C(CC(=O)O)=CC1=CC=CC2=CC=CC=C12 (3-ethoxycarbonyl-4-(1-naphthyl)-3-butenoic acid). Reagents/catalysts: [Pd] (palladium/charcoal). The solvent is C(C)(=O)O (acetic acid). The product is C(C)OC(=O)C(CC(=O)O)CC1=CC=CC2=CC=CC=C12 (3-ethoxycarbonyl-4-(1-naphthyl)butyric acid). Yield: 72.5%. As a reaction SMILES: [CH2:1]([O:3][C:4]([C:6](=[CH:11][C:12]1[C:21]2[C:16](=[CH:17][CH:18]=[CH:19][CH:20]=2)[CH:15]=[CH:14][CH:13]=1)[CH2:7][C:8]([OH:10])=[O:9])=[O:5])[CH3:2]>C(O)(=O)C.[Pd]>[CH2:1]([O:3][C:4]([CH:6]([CH2:11][C:12]1[C:21]2[C:16](=[CH:17][CH:18]=[CH:19][CH:20]=2)[CH:15]=[CH:14][CH:13]=1)[CH2:7][C:8]([OH:10])=[O:9])=[O:5])[CH3:2]. Procedure details: A solution of 2.0 g of 3-ethoxycarbonyl-4-(1-naphthyl)-3-butenoic acid in 100 ml of acetic acid was hydrogenated over 900 mg of a 10% palladium/charcoal under a hydrogen atmosphere at room temperature. After filtration of the catalyst, the reaction solution was concentrated under reduced pressure to obtain 1.46 g of 3-ethoxycarbonyl-4-(1-naphthyl)butyric acid as a brown oil.